describe an organic reaction: reactants, conditions, products, and yield From a dataset of the Open Reaction Database (ORD), a public repository of structured organic reaction records. Starting materials: ClC1=CC=C(CC=2OC3=C(C2S(=O)(=O)C2=CC=C(C=C2)O)C=CC=C3)C=C1 (2-(4-chlorobenzyl)-3-(4-hydroxyphenylsulfonyl)benzofuran), C(C)N(CCCCl)CC (3-diethylaminopropyl chloride). Yields the product ClC1=CC=C(CC=2OC3=C(C2S(=O)(=O)C2=CC=C(C=C2)OCCCN(CC)CC)C=CC=C3)C=C1 (2-(4-Chlorobenzyl)-3-[4-(3-diethylaminopropoxy)phenylsulfonyl]benzofuran). Reaction SMILES: [Cl:1][C:2]1[CH:27]=[CH:26][C:5]([CH2:6][C:7]2[O:8][C:9]3[CH:25]=[CH:24][CH:23]=[CH:22][C:10]=3[C:11]=2[S:12]([C:15]2[CH:20]=[CH:19][C:18]([OH:21])=[CH:17][CH:16]=2)(=[O:14])=[O:13])=[CH:4][CH:3]=1.[CH2:28]([N:30]([CH2:35][CH3:36])[CH2:31][CH2:32][CH2:33]Cl)[CH3:29]>>[Cl:1][C:2]1[CH:27]=[CH:26][C:5]([CH2:6][C:7]2[O:8][C:9]3[CH:25]=[CH:24][CH:23]=[CH:22][C:10]=3[C:11]=2[S:12]([C:15]2[CH:20]=[CH:19][C:18]([O:21][CH2:33][CH2:32][CH2:31][N:30]([CH2:35][CH3:36])[CH2:28][CH3:29])=[CH:17][CH:16]=2)(=[O:14])=[O:13])=[CH:4][CH:3]=1. Procedure details: Reaction of 2-(4-chlorobenzyl)-3-(4-hydroxyphenylsulfonyl)benzofuran with 3-diethylaminopropyl chloride by procedures described hereinabove gives the title compound. Starting materials: CCOC(C)=O, NC1CCCCC1, Cl, O=C(O)CC1(C[N+](=O)[O-])CC2CCCC21, NC1CCCCC1. Product: NCC1(CC(=O)O)CC2CCCC21. RXN SMILES: [CH3:31][CH2:32][O:33][C:34](=[O:35])[CH3:36].[CH:8]1([NH2:9])[CH2:10][CH2:11][CH2:12][CH2:13][CH2:14]1.[ClH:30].[N+:15]([O-:16])(=[O:17])[CH2:18][C:19]1([CH2:26][C:27](=[O:28])[OH:29])[CH:20]2[CH2:21][CH2:22][CH2:23][CH:24]2[CH2:25]1.[NH2:1][CH:2]1[CH2:3][CH2:4][CH2:5][CH2:6][CH2:7]1>>[NH2:15][CH2:18][C:19]1([CH2:26][C:27](=[O:28])[OH:29])[CH:20]2[CH2:21][CH2:22][CH2:23][CH:24]2[CH2:25]1. Reactants: O=Cc1cc(Br)ccc1O, CCC1(COS(=O)(=O)c2ccc(C)cc2)COC1, [K+], [K+], O=C([O-])[O-], CN(C)C=O. Yields the product CCC1(COc2ccc(Br)cc2C=O)COC1. As a reaction SMILES: [Br:1][c:2]1[cH:3][cH:4][c:5]([OH:10])[c:6]([CH:7]=[O:8])[cH:9]1.[CH2:17]([CH3:18])[C:19]1([CH2:23][O:24][S:25]([c:26]2[cH:27][cH:28][c:29]([CH3:30])[cH:31][cH:32]2)(=[O:33])=[O:34])[CH2:20][O:21][CH2:22]1.[K+:11].[K+:12].[O-:13][C:14]([O-:15])=[O:16].[O:35]=[CH:36][N:37]([CH3:38])[CH3:39]>>[Br:1][c:2]1[cH:3][cH:4][c:5]([O:10][CH2:23][C:19]2([CH2:17][CH3:18])[CH2:20][O:21][CH2:22]2)[c:6]([CH:7]=[O:8])[cH:9]1. Starting materials: C(C)#N (acetonitrile), C(CCC)[Li] (n-butyllithium), COC1=C(C(=O)OC)C=CC(=C1)C (methyl 2-methoxy-4-methylbenzoate), Cl (HCl). The solvent is C1CCOC1 (THF), C1CCOC1 (THF). Reaction conditions: temperature -78 celsius, time 30 minute. Yields the product COC1=C(C=CC(=C1)C)C(CC#N)=O (3-(2-methoxy-4-methylphenyl)-3-oxopropanenitrile). Yield: 85.8%. Reaction SMILES: [C:1](#[N:3])[CH3:2].C([Li])CCC.[CH3:9][O:10][C:11]1[CH:20]=[C:19]([CH3:21])[CH:18]=[CH:17][C:12]=1[C:13](OC)=[O:14].Cl>C1COCC1>[CH3:9][O:10][C:11]1[CH:20]=[C:19]([CH3:21])[CH:18]=[CH:17][C:12]=1[C:13](=[O:14])[CH2:2][C:1]#[N:3]. Reported procedure: To a solution of acetonitrile (3.24 mL; 61.7 mmol) in dry THF (31 mL) at −78° C. under nitrogen atmosphere was added n-butyllithium 2.5M (15.4 mL; 38.5 mmol) and the reaction mixture was stirred at −78° C. for 30 minutes. Then, a solution of methyl 2-methoxy-4-methylbenzoate (2.78 g; 15.4 mmol) in dry THF (18 mL) was added dropwise and the stirring was continued for 1.5 hour. The reaction mixture was hydrolyzed by adding HCl (1N) and the aqueous layer was extracted several times with ethyl aceta... Starting materials: ClCCCl, CCOC(C)=O, COc1cc(C=C(CCCCl)C(=O)O)ccc1-n1cnc(C)c1, O=C(O)C(F)(F)F, CC(C)(N)c1ccccc1F, CN(C)C=O, O, On1nnc2ccccc21. Yields the product COc1cc(C=C(CCCCl)C(=O)NC(C)(C)c2ccccc2F)ccc1-n1cnc(C)c1. RXN SMILES: [CH2:1]([Cl:2])[CH2:3][Cl:4].[CH3:61][CH2:62][O:63][C:64](=[O:65])[CH3:66].[Cl:22][CH2:23][CH2:24][CH2:25][C:26]([C:27](=[O:28])[OH:29])=[CH:30][c:31]1[cH:32][c:33]([O:43][CH3:44])[c:34](-[n:37]2[cH:38][n:39][c:40]([CH3:42])[cH:41]2)[cH:35][cH:36]1.[F:15][C:16]([F:17])([F:18])[C:19]([OH:20])=[O:21].[F:45][c:46]1[c:47]([C:52]([CH3:53])([CH3:54])[NH2:55])[cH:48][cH:49][cH:50][cH:51]1.[O:56]=[CH:57][N:58]([CH3:59])[CH3:60].[OH2:67].[OH:5][n:6]1[c:7]2[c:8]([cH:9][cH:10][cH:11][cH:12]2)[n:13][n:14]1>>[Cl:22][CH2:23][CH2:24][CH2:25][C:26]([C:27](=[O:29])[NH:55][C:52]([c:47]1[c:46]([F:45])[cH:51][cH:50][cH:49][cH:48]1)([CH3:53])[CH3:54])=[CH:30][c:31]1[cH:32][c:33]([O:43][CH3:44])[c:34](-[n:37]2[cH:38][n:39][c:40]([CH3:42])[cH:41]2)[cH:35][cH:36]1.